This data is from the Open Reaction Database (ORD), a public repository of structured organic reaction records. The task is: describe an organic reaction: reactants, conditions, products, and yield Starting materials: [Li]CCCC (n-BuLi), BrC1=CN=C(C2=CC=CC(=C12)C)OC (4-bromo-1-methoxy-5-methylisoquinoline), CN(C)C=O (DMF). Solvent: C1CCOC1 (THF). Conditions: temperature -78 celsius, time 1 hour. Yields the product COC1=NC=C(C2=C(C=CC=C12)C)C=O (1-Methoxy-5-methylisoquinolin-4-carbaldehyde). Isolated yield 78.0%. RXN SMILES: Br[C:2]1[C:11]2[C:6](=[CH:7][CH:8]=[CH:9][C:10]=2[CH3:12])[C:5]([O:13][CH3:14])=[N:4][CH:3]=1.[Li]CCCC.CN([CH:23]=[O:24])C>C1COCC1>[CH3:14][O:13][C:5]1[C:6]2[C:11](=[C:10]([CH3:12])[CH:9]=[CH:8][CH:7]=2)[C:2]([CH:23]=[O:24])=[CH:3][N:4]=1. Procedure details: To a stirred solution of 4-bromo-1-methoxy-5-methylisoquinoline (Intermediate-6) (2 g, 7.9 mmol) in dry THF (20 mL) was added, n-BuLi (15 mL, 23.7 mmol) drop wise at −78° C. under N2 atmosphere and stirred for 1 h. To this, dry DMF (3 mL) was added and the reaction mixture was stirred at −78° C. for another 1 h. Then it was quenched with saturated NH4Cl solution, extracted with EtOAc (3×100 mL), washed with water (1×200 mL), dried over Na2SO4, filtered and concentrated to afford the title compou... The reactants are OC(CC(=O)C1=CC=CC=C1)C(C)C (3-hydroxy-4-methyl-1-phenyl-1-pentanone), C1(=CC=C(C=C1)S(=O)(=O)O)C (p-toluenesulfonic acid). The solvent is C1=CC=CC=C1 (benzene), CCOCC (Et2O). Yields the product CC(/C=C/C(=O)C1=CC=CC=C1)C ((E)-4-methyl-1-phenyl-2-penten-1-one). The yield is 91.1%. Reaction SMILES: O[CH:2]([CH:12]([CH3:14])[CH3:13])[CH2:3][C:4]([C:6]1[CH:11]=[CH:10][CH:9]=[CH:8][CH:7]=1)=[O:5].C1(C)C=CC(S(O)(=O)=O)=CC=1>C1C=CC=CC=1.CCOCC>[CH3:13][CH:12]([CH3:14])/[CH:2]=[CH:3]/[C:4]([C:6]1[CH:11]=[CH:10][CH:9]=[CH:8][CH:7]=1)=[O:5]. Procedure: A mixture of 3-hydroxy-4-methyl-1-phenyl-1-pentanone (8.400 gm, 43.7 mmol) and p-toluenesulfonic acid (820 mg, 4.3 mmol) in benzene (210 ml) was refluxed in a Dean-Stark apparatus for 10 minutes. The solution was cooled, diluted with Et2O, and washed with saturated NaHCO3 and brine. Filtration and removal of the solvent afforded a yellow oil which was subsequently distilled (P=2.0 mm, 97°-100° C.) to give the (E)-4-methyl-1-phenyl-2-penten-1-one (6.94 gm) as a colorless liquid. 1H-NMR analysis s... Starting materials: Cl (hydrochloric acid), Cl.CN(CCCN=C=NCC)C (1-(3-dimethylaminopropyl)-3-ethylcarbodiimide hydrochloride), NC=1C=C2C(=NC=NC2=CC1)NC1=CC(=CC=C1)C(F)(F)F (6-amino-4[(3-(trifluoromethyl)phenyl)-amino]quinazoline), N1=CC=CC=C1 (pyridine), C1CCOC1.CN(C)C=O (THF DMF). Reaction conditions: temperature 0 celsius. Product: Cl.FC(C=1C=C(C=CC1)NC1=NC=NC2=CC=C(C=C12)NC(C=C)=O)(F)F (N-[4-[(3-(trifluoromethyl)phenyl)amino]quinazolin-6-yl]acrylamide hydrochloride). Isolated yield 45.0%. RXN SMILES: [ClH:1].CN(C)CCCN=C=NCC.[NH2:13][C:14]1[CH:15]=[C:16]2[C:21](=[CH:22][CH:23]=1)[N:20]=[CH:19][N:18]=[C:17]2[NH:24][C:25]1[CH:30]=[CH:29][CH:28]=[C:27]([C:31]([F:34])([F:33])[F:32])[CH:26]=1.N1C=CC=CC=1.Cl.[CH2:42]1C[O:45][CH2:44][CH2:43]1.CN(C=O)C>>[ClH:1].[F:32][C:31]([F:33])([F:34])[C:27]1[CH:26]=[C:25]([NH:24][C:17]2[C:16]3[C:21](=[CH:22][CH:23]=[C:14]([NH:13][C:44](=[O:45])[CH:43]=[CH2:42])[CH:15]=3)[N:20]=[CH:19][N:18]=2)[CH:30]=[CH:29][CH:28]=1 |f:0.1,5.6,7.8|. Reported procedure: 1-(3-dimethylaminopropyl)-3-ethylcarbodiimide hydrochloride (212 mg, 1.1 mmol) was added to a solution of 6-amino-4[(3-(trifluoromethyl)phenyl)-amino]quinazoline (153 mg, 0.5 mmol) acrylic acid (73 mg, 1.0 mmol) and pyridine (206 mg, 2.5 mmol) in THF/DMF (4:1, 2.5 mL), stirred under nitrogen at 0° C. After 15 minutes the reaction mixture was stirred at 25° C. for 1 hour, and then recooled to 0° C. Dilute hydrochloric acid (0.5 M, 10 mL) was added, and after 15 minutes the precipitate was collect... Reactants: solution, C(C)(C)[N-]C(C)C.[Li+] (lithium diisopropylamide), C1(CCCCC1)=O (cyclohexanone), N1N=C(N=C1)CC1=CC=C(C#N)C=C1 (4-[1-(1,2,4-triazolyl)methyl]benzonitrile), O (water). The solvent is O1CCCC1 (tetrahydrofuran), O1CCCC1 (tetrahydrofuran). Conditions: time 0.5 hour. Product: OC1(CCCCC1)C(C1=NNC=N1)C1=CC=C(C#N)C=C1 (4-[1-hydroxycyclohex-1-yl-1-(1,2,4-triazolyl)methyl]benzonitrile). The yield is 94.5%. RXN SMILES: [NH:1]1[CH:5]=[N:4][C:3]([CH2:6][C:7]2[CH:14]=[CH:13][C:10]([C:11]#[N:12])=[CH:9][CH:8]=2)=[N:2]1.C([N-]C(C)C)(C)C.[Li+].[C:23]1(=[O:29])[CH2:28][CH2:27][CH2:26][CH2:25][CH2:24]1.O>O1CCCC1>[OH:29][C:23]1([CH:6]([C:7]2[CH:14]=[CH:13][C:10]([C:11]#[N:12])=[CH:9][CH:8]=2)[C:3]2[N:4]=[CH:5][NH:1][N:2]=2)[CH2:28][CH2:27][CH2:26][CH2:25][CH2:24]1 |f:1.2|. Reported procedure: 5 g of 4-[1-(1,2,4-triazolyl)methyl]benzonitrile is dissolved in 100 ml of tetrahydrofuran and combined at -50° with 20 ml of 1.5-molar solution of lithium diisopropylamide in tetrahydrofuran, stirred for 0.5 hour, further agitated with 2.9 g of cyclohexanone for 1 hour at -70° and heated to 25°. Then water is added, the mixture is extracted with ethyl acetate, washed neutral with water, dried over sodium sulfate, and concentrated to dryness under vacuum, thus obtaining 7.24 g of crude 4-[1-hydr... Reactants: N,N-dicyclohexylcarbodiimide, COC1=C(C(=C(CO)C(=C1F)F)F)F (4-methoxy-2,3,5,6-tetrafluorobenzyl alcohol), C(#N)C(=C[C@H]1C([C@@H]1C(=O)O)(C)C)C ((1R)-trans-3-(2-cyano-1-propenyl)-2,2-dimethylcyclopropanecarboxylic acid). Reagents/catalysts: CN(C1=CC=NC=C1)C (4-dimethylaminopyridine). Run in ClCCl (dichloromethane). Reaction conditions: time 3 hour. Yields the product C(#N)C(=C[C@H]1C([C@@H]1C(=O)OCC1=C(C(=C(C(=C1F)F)OC)F)F)(C)C)C (4-methoxy-2,3,5,6-tetrafluorobenzyl (1R) trans-3-(2-cyano-1-propenyl)-2,2-dimethylcyclopropanecarboxylate). The yield is 70.2%. As a reaction SMILES: [CH3:1][O:2][C:3]1[C:10]([F:11])=[C:9]([F:12])[C:6]([CH2:7][OH:8])=[C:5]([F:13])[C:4]=1[F:14].[C:15]([C:17]([CH3:27])=[CH:18][C@@H:19]1[C@@H:21]([C:22](O)=[O:23])[C:20]1([CH3:26])[CH3:25])#[N:16]>CN(C)C1C=CN=CC=1.ClCCl>[C:15]([C:17]([CH3:27])=[CH:18][C@@H:19]1[C@@H:21]([C:22]([O:8][CH2:7][C:6]2[C:5]([F:13])=[C:4]([F:14])[C:3]([O:2][CH3:1])=[C:10]([F:11])[C:9]=2[F:12])=[O:23])[C:20]1([CH3:26])[CH3:25])#[N:16]. Procedure: Under a nitrogen atmosphere, 0.49 g of N,N-dicyclohexylcarbodiimide was added to a mixture of 0.50 g of 4-methoxy-2,3,5,6-tetrafluorobenzyl alcohol, 0.43 g of (1R)-trans-3-(2-cyano-1-propenyl)-2,2-dimethylcyclopropanecarboxylic acid, 0.087 g of 4-dimethylaminopyridine and 7 ml of anhydrous dichloromethane, and the mixture was stirred at room temperature for 3 hours. Thereafter, the reaction mixture was filtered, and the filtrate was concentrated under reduced pressure. The resulting residue was ... Reactants: N1C=NC=C1 (imidazole), C(C)(C)(C)[Si](C)(C)Cl (tertiarybutyldimethylsilyl chloride), OC=1C=C(C=CC1)C1(C(N(C(C1)C)C)=O)C1=CC=CC=C1 (3-(3-hydroxyphenyl)-1,5-dimethyl-3-phenylpyrrolidin-2-one). The solvent is ClCCl (dichloromethane). Reaction conditions: temperature 25 celsius, time 16 hour. The product is [Si](C)(C)(C(C)(C)C)OC=1C=C(C=CC1)C1(C(N(C(C1)C)C)=O)C1=CC=CC=C1 (3-(3-(tert-butyldimethylsilyloxy)phenyl)-1,5-dimethyl-3-phenylpyrrolidin-2-one). As a reaction SMILES: [OH:1][C:2]1[CH:3]=[C:4]([C:8]2([C:16]3[CH:21]=[CH:20][CH:19]=[CH:18][CH:17]=3)[CH2:12][CH:11]([CH3:13])[N:10]([CH3:14])[C:9]2=[O:15])[CH:5]=[CH:6][CH:7]=1.N1C=CN=C1.[C:27]([Si:31](Cl)([CH3:33])[CH3:32])([CH3:30])([CH3:29])[CH3:28]>ClCCl>[Si:31]([O:1][C:2]1[CH:3]=[C:4]([C:8]2([C:16]3[CH:17]=[CH:18][CH:19]=[CH:20][CH:21]=3)[CH2:12][CH:11]([CH3:13])[N:10]([CH3:14])[C:9]2=[O:15])[CH:5]=[CH:6][CH:7]=1)([C:27]([CH3:30])([CH3:29])[CH3:28])([CH3:33])[CH3:32]. Reported procedure: Product of Step 6 (4.9 g) was dissolved in dichloromethane (200 mL). To this, imidazole (5 g) and tertiarybutyldimethylsilyl chloride (5 g) was added. The reaction mixture was stirred at 25° C. for 16 hrs. Then, the reaction mixture was extracted with water (200 mL) and the organic layer was dried on anhydrous magnesium sulfate. The organic layer was filtered and concentrated under vacuum. The crude product was loaded on a SNAP cartridge containing 340 g silica gel and eluted with a gradient of ...